Dataset: the Open Reaction Database (ORD), a public repository of structured organic reaction records. Task: describe an organic reaction: reactants, conditions, products, and yield Reactants: BrB(Br)Br, CCOC(=O)c1cc2cc(OC)c(Cl)cc2[nH]1, ClCCl. Product: CCOC(=O)c1cc2cc(O)c(Cl)cc2[nH]1. Reaction SMILES: [B:18]([Br:19])([Br:20])[Br:21].[CH2:1]([CH3:2])[O:3][C:4](=[O:5])[c:6]1[nH:7][c:8]2[cH:9][c:10]([Cl:17])[c:11]([O:15][CH3:16])[cH:12][c:13]2[cH:14]1.[Cl:22][CH2:23][Cl:24]>>[CH2:1]([CH3:2])[O:3][C:4](=[O:5])[c:6]1[nH:7][c:8]2[cH:9][c:10]([Cl:17])[c:11]([OH:15])[cH:12][c:13]2[cH:14]1. The reactants are NC(CO)C1=CC(=CC=C1)[N+](=O)[O-] (2-amino-2-(3-nitrophenyl)-1-ethanol), ClCCl (dichloromethane), C(C)(C)(C)N=C=S (tert-butyl isothiocyanate), solid, C(C)(C)(C)N=C=S (tert-butyl isothiocyanate). Run in C(C)O (ethanol). Conditions: time 7 hour. Product: C(C)(C)(C)NC(=S)NC(CO)C1=CC(=CC=C1)[N+](=O)[O-] (N-(tert-butyl)-N′-[2-hydroxy-1-(3-nitrophenyl)ethyl]thiourea). Reaction SMILES: [NH2:1][CH:2]([C:5]1[CH:10]=[CH:9][CH:8]=[C:7]([N+:11]([O-:13])=[O:12])[CH:6]=1)[CH2:3][OH:4].ClCCl.[C:17]([N:21]=[C:22]=[S:23])([CH3:20])([CH3:19])[CH3:18]>C(O)C>[C:17]([NH:21][C:22]([NH:1][CH:2]([C:5]1[CH:10]=[CH:9][CH:8]=[C:7]([N+:11]([O-:13])=[O:12])[CH:6]=1)[CH2:3][OH:4])=[S:23])([CH3:20])([CH3:19])[CH3:18]. Procedure details: The process is performed as in Example 2, starting with 5.1 g of 2-amino-2-(3-nitrophenyl)-1-ethanol in 170 cm3 of ethanol containing 85 cm3 of dichloromethane and 4.6 cm3 of tert-butyl isothiocyanate, at a temperature in the region of 20° C. for 3 days and then at a temperature in the region of 60° C. for 7 hours. After addition of a further 0.35 cm3 of tert-butyl isothiocyanate and 16 hours at a temperature in the region of 60° C., an identical work-up gives 5.7 g of N-(tert-butyl)-N′-[2-hydro... The reactants are C(C1=CC=CC=C1)(C1=CC=CC=C1)OC(=O)C1(CC1)O\N=C(/C(=O)N[C@H]1[C@H](N(C1=O)S(=O)(=O)O)CN1N=CC(=N1)CN(C(N(CCCNC(OC(C)(C)C)=O)C(=O)OC(C)(C)C)=NC(=O)OC(C)(C)C)C)\C=1N=C(SC1)NC(=O)OC(C)(C)C ((2R,3S)-3-((Z)-2-((1-((benzhydryloxy)carbonyl)cyclopropoxy)imino)-2-(2-((tert-butoxycarbonyl)amino)thiazol-4-yl)acetamido)-2-((4-(4-(tert-butoxycarbonyl)-3-((tert-butoxycarbonyl)imino)-2,11,11-trimethyl-9-oxo-10-oxa-2,4,8-triazadodecyl)-2H-1,2,3-triazol-2-yl)methyl)-4-oxoazetidine-1-sulfonic acid), C(=O)(C(F)(F)F)O (TFA). Solvent: C(Cl)Cl (DCM). The product is NCCCNC(N(C)CC1=NN(N=C1)C[C@H]1N(C([C@H]1NC(\C(\C=1N=C(SC1)N)=N/OC1(CC1)C(=O)O)=O)=O)S(=O)(=O)O)=N (1-(((Z)-(2-(((2R,3S)-2-((4-((3-(3-aminopropyl)-1-methylguanidino)methyl)-2H-1,2,3-triazol-2-yl)methyl)-4-oxo-1-sulfoazetidin-3-yl)amino)-1-(2-aminothiazol-4-yl)-2-oxoethylidene)amino)oxy)cyclopropanecarboxylic acid). The yield is 7.8%. As a reaction SMILES: C([O:14][C:15]([C:17]1([O:20]/[N:21]=[C:22](/[C:72]2[N:73]=[C:74]([NH:77]C(OC(C)(C)C)=O)[S:75][CH:76]=2)\[C:23]([NH:25][C@@H:26]2[C:29](=[O:30])[N:28]([S:31]([OH:34])(=[O:33])=[O:32])[C@@H:27]2[CH2:35][N:36]2[N:40]=[C:39]([CH2:41][N:42]([CH3:71])[C:43](=[N:63]C(OC(C)(C)C)=O)[N:44](C(OC(C)(C)C)=O)[CH2:45][CH2:46][CH2:47][NH:48]C(=O)OC(C)(C)C)[CH:38]=[N:37]2)=[O:24])[CH2:19][CH2:18]1)=[O:16])(C1C=CC=CC=1)C1C=CC=CC=1.C(O)(C(F)(F)F)=O>C(Cl)Cl>[NH2:48][CH2:47][CH2:46][CH2:45][NH:44][C:43](=[NH:63])[N:42]([CH2:41][C:39]1[CH:38]=[N:37][N:36]([CH2:35][C@@H:27]2[C@H:26]([NH:25][C:23](=[O:24])/[C:22](=[N:21]\[O:20][C:17]3([C:15]([OH:16])=[O:14])[CH2:19][CH2:18]3)/[C:72]3[N:73]=[C:74]([NH2:77])[S:75][CH:76]=3)[C:29](=[O:30])[N:28]2[S:31]([OH:34])(=[O:32])=[O:33])[N:40]=1)[CH3:71]. Reported procedure: Followed the general procedure for the acid mediated deprotection using (2R,3S)-3-((Z)-2-((1-((benzhydryloxy)carbonyl)cyclopropoxy)imino)-2-(2-((tert-butoxycarbonyl)amino)thiazol-4-yl)acetamido)-2-((4-(4-(tert-butoxycarbonyl)-3-((tert-butoxycarbonyl)imino)-2,11,11-trimethyl-9-oxo-10-oxa-2,4,8-triazadodecyl)-2H-1,2,3-triazol-2-yl)methyl)-4-oxoazetidine-1-sulfonic acid (27 mg, 0.022 mmol), TFA (103 μl, 1.34 mmol) and DCM (223 μl). The crude material was purified by reverse phase preparative HPLC (...